This data is from the Open Reaction Database (ORD), a public repository of structured organic reaction records. The task is: describe an organic reaction: reactants, conditions, products, and yield Reactants: BrCCCN1C=2C=CC(=CC2C=2C3=C(C(=CC12)C1=CC=CC=C1)C(NC3=O)=O)O (6-(3-Bromopropyl)-9-hydroxy-4-phenylpyrrolo[3,4-c]carbazole-1,3(2H,6H)-dione), NC1=CC=CC=C1 (aniline). Conditions: time 20 hour. Yields the product N(C1=CC=CC=C1)CCCN1C=2C=CC(=CC2C=2C3=C(C(=CC12)C1=CC=CC=C1)C(NC3=O)=O)O (6-(3-Anilinopropyl)-9-Hydroxy-4-phenylpyrrolo[3,4-c]carbazole-1,3(2H,6H)-dione). The yield is 38.0%. As a reaction SMILES: Br[CH2:2][CH2:3][CH2:4][N:5]1[C:17]2[CH:16]=[C:15]([C:18]3[CH:23]=[CH:22][CH:21]=[CH:20][CH:19]=3)[C:14]3[C:24](=[O:28])[NH:25][C:26](=[O:27])[C:13]=3[C:12]=2[C:11]2[CH:10]=[C:9]([OH:29])[CH:8]=[CH:7][C:6]1=2.[NH2:30][C:31]1[CH:36]=[CH:35][CH:34]=[CH:33][CH:32]=1>>[NH:30]([CH2:2][CH2:3][CH2:4][N:5]1[C:17]2[CH:16]=[C:15]([C:18]3[CH:23]=[CH:22][CH:21]=[CH:20][CH:19]=3)[C:14]3[C:24](=[O:28])[NH:25][C:26](=[O:27])[C:13]=3[C:12]=2[C:11]2[CH:10]=[C:9]([OH:29])[CH:8]=[CH:7][C:6]1=2)[C:31]1[CH:36]=[CH:35][CH:34]=[CH:33][CH:32]=1. Procedure: Bromide (204) (75 mg, 0.17 mmol) prepared as described in example 173 was reacted with aniline according to the procedure described in example 179 except that the reaction was performed at room temperature for 20 h, to give aniline (217) (30 mg, 38%) as a yellow powder, mp 240° C. (dec). 1H NMR δ [(CD3)2SO] 11.04 (br s, 1H), 9.33 (s, 1H), 8.40 (d, J=2.4 Hz, 1H), 7.78 (s, 1H), 7.59 (d, J=8.9 Hz, 1H), 7.48 (m, 2H), 7.42 (m, 3H), 7.10 (dd, J=8.8, 2.4 Hz, 1H), 7.05 (m, 2H), 6.52 (m, 3H), 5.70 (t, J=... The reactants are N1CC(C1)C=1C=CC2=C(C=3N=C(SC3CCO2)C=2N(N=CN2)C(C)C)C1 (9-azetidin-3-yl-2-(2-isopropyl-2H-[1,2,4]triazol-3-yl)-4,5-dihydro-6-oxa-3-thia-1-aza-benzo[e]azulene), ClCCS(=O)(=O)Cl (2-chloroethanesulfonyl chloride), [OH-].[Na+] (sodium hydroxide), ClCCS(=O)(=O)Cl (2-chloroethanesulfonyl chloride). Solvent: C1CCOC1 (THF). Run at time 18 hour. Yields the product C(C)(C)N1N=CN=C1C=1SC=2CCOC3=C(C2N1)C=C(C=C3)C3CN(C3)S(=O)(=O)CCO (2-{3-[2-(2-Isopropyl-2H-[1,2,4]triazol-3-yl)-4,5-dihydro-6-oxa-3-thia-1-aza-benzo[e]azulen-9-yl]-azetidine-1-sulfonyl}-ethanol). Isolated yield 22.6%. RXN SMILES: [NH:1]1[CH2:4][CH:3]([C:5]2[CH:6]=[CH:7][C:8]3[O:17][CH2:16][CH2:15][C:14]4[S:13][C:12]([C:18]5[N:19]([CH:23]([CH3:25])[CH3:24])[N:20]=[CH:21][N:22]=5)=[N:11][C:10]=4[C:9]=3[CH:26]=2)[CH2:2]1.Cl[CH2:28][CH2:29][S:30](Cl)(=[O:32])=[O:31].[OH-:34].[Na+]>C1COCC1>[CH:23]([N:19]1[C:18]([C:12]2[S:13][C:14]3[CH2:15][CH2:16][O:17][C:8]4[CH:7]=[CH:6][C:5]([CH:3]5[CH2:4][N:1]([S:30]([CH2:29][CH2:28][OH:34])(=[O:32])=[O:31])[CH2:2]5)=[CH:26][C:9]=4[C:10]=3[N:11]=2)=[N:22][CH:21]=[N:20]1)([CH3:24])[CH3:25] |f:2.3|. Reported procedure: To a solution of 9-azetidin-3-yl-2-(2-isopropyl-2H-[1,2,4]triazol-3-yl)-4,5-dihydro-6-oxa-3-thia-1-aza-benzo[e]azulene (0.20 g, 0.54 mmol) in dry THF (20 mL) at 0° C. was added 2-chloroethanesulfonyl chloride (65 μL, 0.6 mmol) and the reaction mixture was stirred at RT for 18 hours. The reaction mixture was cooled to 0° C. and a further 2-chloroethanesulfonyl chloride (1304) was added and the reaction mixture was stirred at RT for 18 hours. An aqueous sodium hydroxide solution (8M, 3.38 mL, 27 m... Starting materials: polyester, CCCC[N+](CCCC)(CCCC)CCCC.[F-] (TBAF), CC(C)(C)C1=CC(=CC(=C1O)C(C)(C)C)CCC(=O)OCC(COC(=O)CCC2=CC(=C(C(=C2)C(C)(C)C)O)C(C)(C)C)(COC(=O)CCC3=CC(=C(C(=C3)C(C)(C)C)O)C(C)(C)C)COC(=O)CCC4=CC(=C(C(=C4)C(C)(C)C)O)C(C)(C)C (Irganox 1010), C(C(=C)C)(=O)[O-] (Methacrylate). Run in C1CCOC1 (THF). Reaction conditions: time 8 hour. Product: C(C(=C)C)(=O)OCC=C (Allyl Methacrylate). Reaction SMILES: [C:1]([O-:6])(=[O:5])[C:2]([CH3:4])=[CH2:3].[CH3:7][CH2:8][CH2:9]C[N+](CCCC)(CCCC)CCCC.[F-].CC(C1C(O)=C(C(C)(C)C)C=C(CCC(OCC(COC(CCC2C=C(C(C)(C)C)C(O)=C(C(C)(C)C)C=2)=O)(COC(CCC2C=C(C(C)(C)C)C(O)=C(C(C)(C)C)C=2)=O)COC(CCC2C=C(C(C)(C)C)C(O)=C(C(C)(C)C)C=2)=O)=O)C=1)(C)C>C1COCC1>[C:1]([O:6][CH2:9][CH:8]=[CH2:7])(=[O:5])[C:2]([CH3:4])=[CH2:3] |f:1.2|. Procedure: To a stirred solution of MTS (5.5 x 10-3 g) in dry THF (10.0 ml) was added (D2.1) (3.0 g), AM (0.11 ml) and TBAF (2 μl of 1M THF solution). The mixture warmed up and was stirred overnight at room temperature. 50 ppm Irganox 1010 antioxidant was added to the very viscous clear solution, which was cast into a polyester tray in a stream of nitrogen. The last traces of THF were removed by heating in a vacuum oven at 60° for 4 hours. Starting materials: Cl.NCCCC(=O)OC (methyl 4-aminobutanoate hydrochloride), C(C1=CC=CC=C1)Br (benzylbromide), C(=O)([O-])[O-].[K+].[K+] (K2CO3). Solvent: CC#N (MeCN). Yields the product C(C1=CC=CC=C1)N(CCCC(=O)OC)CC1=CC=CC=C1 (methyl 4-(dibenzylamino)butanoate). The yield is 91.2%. Reaction SMILES: Cl.[NH2:2][CH2:3][CH2:4][CH2:5][C:6]([O:8][CH3:9])=[O:7].[CH2:10](Br)[C:11]1[CH:16]=[CH:15][CH:14]=[CH:13][CH:12]=1.C([O-])([O-])=O.[K+].[K+]>CC#N>[CH2:10]([N:2]([CH2:10][C:11]1[CH:16]=[CH:15][CH:14]=[CH:13][CH:12]=1)[CH2:3][CH2:4][CH2:5][C:6]([O:8][CH3:9])=[O:7])[C:11]1[CH:16]=[CH:15][CH:14]=[CH:13][CH:12]=1 |f:0.1,3.4.5|. Procedure details: Heat a solution of methyl 4-aminobutanoate hydrochloride (11 g, 71.9 mmol), benzylbromide (25.2 g, 147.3 mmol) and K2CO3 (21.8 g, 158.2 mmol) in MeCN (200 mL) at 40° C. overnight. Concentrate the mixture to dryness, pour the residue into water, extract with EtOAc (3×), wash the combined organics with brine, dry over Na2SO4, concentrate and purify via silica gel chromatography to give the title compound (19.5 g, 91%). 1H NMR (400 MHz, DMSO-d6): δ 7.33-7.18 (m, 10H), 3.57 (s, 3H), 3.52 (s, 4H), 2.... Procedure: To a solution of 4-chloro-2-(6-methyl-pyridin-2-yl)-7H-pyrrolo[2,3-d]pyrimidine (Intermediate 2) (1 eq, 1.94 mmol, 500 mg) and 3-ethoxycarbonylpyridine-5-boronic acid pinacol ester (Frontier Scientific, Logan, USA) (1.5. eq, 2.91 mmol, 820 mg) in DME/EtOH (1:1, 6 ml), aqueous Na2CO3 solution (2 M, 3 eq, 5.80 mmol, 2.9 ml) and Pd(PPh3)4 (0.05 eq, 0.097 mmol, 116 mg) are added. The resulting mixture is heated using microwave radiation at 120° C. for 20 min. The solvents are evaporated and the rema... The reagents and catalysts are C=1C=CC(=CC1)[P](C=2C=CC=CC2)(C=3C=CC=CC3)[Pd]([P](C=4C=CC=CC4)(C=5C=CC=CC5)C=6C=CC=CC6)([P](C=7C=CC=CC7)(C=8C=CC=CC8)C=9C=CC=CC9)[P](C=1C=CC=CC1)(C=1C=CC=CC1)C=1C=CC=CC1 (Pd(PPh3)4). As a reaction SMILES: Cl[C:2]1[C:3]2[CH:17]=[CH:16][NH:15][C:4]=2[N:5]=[C:6]([C:8]2[CH:13]=[CH:12][CH:11]=[C:10]([CH3:14])[N:9]=2)[N:7]=1.C([O:20][C:21]([C:23]1[CH:24]=[N:25][CH:26]=[C:27](B2OC(C)(C)C(C)(C)O2)[CH:28]=1)=[O:22])C.C([O-])([O-])=O.[Na+].[Na+].[OH-].[Na+]>COCCOC.CCO.C1C=CC([P]([Pd]([P](C2C=CC=CC=2)(C2C=CC=CC=2)C2C=CC=CC=2)([P](C2C=CC=CC=2)(C2C=CC=CC=2)C2C=CC=CC=2)[P](C2C=CC=CC=2)(C2C=CC=CC=2)C2C=CC=CC=2)(C2C=CC=CC=2)C2C=CC=CC=2)=CC=1.O.C(O)(=O)C>[CH3:14][C:10]1[N:9]=[C:8]([C:6]2[N:7]=[C:2]([C:27]3[CH:26]=[N:25][CH:24]=[C:23]([CH:28]=3)[C:21]([OH:22])=[O:20])[C:3]3[CH:17]=[CH:16][NH:15][C:4]=3[N:5]=2)[CH:13]=[CH:12][CH:11]=1 |f:2.3.4,5.6,7.8,^1:58,60,79,98|. Solvent: COCCOC.CCO (DME EtOH), O (water), C(C)(=O)O (acetic acid). Conditions: temperature 0 celsius, time 10 minute. The reactants are ClC=1C2=C(N=C(N1)C1=NC(=CC=C1)C)NC=C2 (4-chloro-2-(6-methyl-pyridin-2-yl)-7H-pyrrolo[2,3-d]pyrimidine), ClC=1C2=C(N=C(N1)C1=NC(=CC=C1)C)NC=C2 (4-chloro-2-(6-methyl-pyridin-2-yl)-7H-pyrrolo[2,3-d]pyrimidine), C(C)OC(=O)C=1C=NC=C(C1)B1OC(C)(C)C(C)(C)O1 (3-ethoxycarbonylpyridine-5-boronic acid pinacol ester), C(=O)([O-])[O-].[Na+].[Na+] (Na2CO3), [OH-].[Na+] (NaOH). The product is CC1=CC=CC(=N1)C=1N=C(C2=C(N1)NC=C2)C=2C=NC=C(C(=O)O)C2 (5-[2-(6-Methyl-pyridin-2-yl)-7H-pyrrolo[2,3-d]pyrimidin-4-yl]-nicotinic acid). Reactants: BrC1=NC=C(C=C1)Br (2,5-dibromopyridine), C(C)(=O)N1CCNCC1 (1-acetylpiperazine), ( b ). Yields the product BrC=1C=CC(=NC1)N1CCN(CC1)C(C)=O (1-[4-(5-Bromo-pyridin-2-yl)piperazin-1-yl]ethanone). RXN SMILES: Br[C:2]1[CH:7]=[CH:6][C:5]([Br:8])=[CH:4][N:3]=1.[C:9]([N:12]1[CH2:17][CH2:16][NH:15][CH2:14][CH2:13]1)(=[O:11])[CH3:10]>>[Br:8][C:5]1[CH:6]=[CH:7][C:2]([N:15]2[CH2:16][CH2:17][N:12]([C:9](=[O:11])[CH3:10])[CH2:13][CH2:14]2)=[N:3][CH:4]=1. Reported procedure: Prepared from 2,5-dibromopyridine and 1-acetylpiperazine by the method of Example 13 (b). Starting materials: O=C([O-])[O-], COC(=O)c1ccc(N)c(O)c1, CC(C)=O, [Cs+], [Cs+], CC(C)I. Yields the product COC(=O)c1ccc(N)c(OC(C)C)c1. Reaction SMILES: [C:13](=[O:14])([O-:15])[O-:16].[CH3:1][O:2][C:3]([c:4]1[cH:5][c:6]([OH:11])[c:7]([NH2:10])[cH:8][cH:9]1)=[O:12].[CH3:23][C:24](=[O:25])[CH3:26].[Cs+:17].[Cs+:18].[I:19][CH:20]([CH3:21])[CH3:22]>>[CH3:1][O:2][C:3]([c:4]1[cH:5][c:6]([O:11][CH:20]([CH3:21])[CH3:22])[c:7]([NH2:10])[cH:8][cH:9]1)=[O:12].